From a dataset of the Open Reaction Database (ORD), a public repository of structured organic reaction records. describe an organic reaction: reactants, conditions, products, and yield The reactants are CCOC(=O)c1cnc2ccc(-c3ccc(OC)c(OC)c3)nc2c1Cl, Cc1nn(C)cc1N, CN1C(C)(C)CCCC1(C)C, Cl. Product: CCOC(=O)c1cnc2ccc(-c3ccc(OC)c(OC)c3)nc2c1Nc1cn(C)nc1C. As a reaction SMILES: [CH2:1]([CH3:2])[O:3][C:4](=[O:5])[c:6]1[cH:7][n:8][c:9]2[cH:10][cH:11][c:12](-[c:17]3[cH:18][c:19]([O:25][CH3:26])[c:20]([O:23][CH3:24])[cH:21][cH:22]3)[n:13][c:14]2[c:15]1[Cl:16].[CH3:27][n:28]1[n:29][c:30]([CH3:34])[c:31]([NH2:33])[cH:32]1.[CH3:36][N:37]1[C:38]([CH3:39])([CH3:40])[CH2:41][CH2:42][CH2:43][C:44]1([CH3:45])[CH3:46].[ClH:35]>>[CH2:1]([CH3:2])[O:3][C:4](=[O:5])[c:6]1[cH:7][n:8][c:9]2[cH:10][cH:11][c:12](-[c:17]3[cH:18][c:19]([O:25][CH3:26])[c:20]([O:23][CH3:24])[cH:21][cH:22]3)[n:13][c:14]2[c:15]1[NH:33][c:31]1[c:30]([CH3:34])[n:29][n:28]([CH3:27])[cH:32]1. The solvent is CC#N (CH3CN). Procedure: A mixture of 1-(2-Imidazol-1-yl-ethyl)-piperazine (commercially available from CHESS GmbH) (1.0 g, 5.44 mmol), bromoacetonitrile (740 mg, 6.0 mmol) and K2CO3 (1.65 g, 12.0 mmol) in CH3CN (15 mL) is stirred at RT. After completion the product is isolated by filtration with Celite and washed with CH3CN and dried under reduced pressure to give the title compound as oil; ES-MS: M+H=220.2: CtRet=1.70. Reactants: N1(C=NC=C1)CCN1CCNCC1 (1-(2-Imidazol-1-yl-ethyl)-piperazine), BrCC#N (bromoacetonitrile), C(=O)([O-])[O-].[K+].[K+] (K2CO3). Yields the product N1(C=NC=C1)CCN1CCN(CC1)CC#N ([4-(2-Imidazol-1-yl-ethyl)-piperazin-1-yl]acetonitrile). Reaction SMILES: [N:1]1([CH2:6][CH2:7][N:8]2[CH2:13][CH2:12][NH:11][CH2:10][CH2:9]2)[CH:5]=[CH:4][N:3]=[CH:2]1.Br[CH2:15][C:16]#[N:17].C([O-])([O-])=O.[K+].[K+]>CC#N>[N:1]1([CH2:6][CH2:7][N:8]2[CH2:9][CH2:10][N:11]([CH2:15][C:16]#[N:17])[CH2:12][CH2:13]2)[CH:5]=[CH:4][N:3]=[CH:2]1 |f:2.3.4|. Starting materials: CO (methanol), COC([C@H]1N(C[C@@H](C1)O[Si](C)(C)C(C)(C)C)C(C1=C(C=CC=C1)[N+](=O)[O-])=O)=O ((2S, 4R)-4-(tert-butyldimethylsilyloxy)-1-(2-nitrobenzoyl) proline methyl ester), [Cl-].[NH4+] (ammonium chloride), solution, [H-].C(C(C)C)[Al+]CC(C)C (diisobutyl aluminum hydride). The solvent is ClCCl (dichloromethane), ClCCl (dichloromethane), ClCCl (dichloromethane). Conditions: temperature -70 celsius, time 1 hour. The product is [Si](C)(C)(C(C)(C)C)O[C@@H]1C[C@H]2CNC3=C(C(N2C1)=O)C=CC=C3 ((2R,11aS)-2-(t-Butyldimethylsilyloxy)-1,2,3,10,11,11a-Hexahydro-5H-Pyrrolo[2,1-c][1,4]Benzodiazepin-5-One). Isolated yield 50.5%. RXN SMILES: CO[C:3](=O)[C@@H:4]1[CH2:8][C@@H:7]([O:9][Si:10]([C:13]([CH3:16])([CH3:15])[CH3:14])([CH3:12])[CH3:11])[CH2:6][N:5]1[C:17](=[O:27])[C:18]1[CH:23]=[CH:22][CH:21]=[CH:20][C:19]=1[N+:24]([O-])=O.[H-].C([Al+]CC(C)C)C(C)C.CO.[Cl-].[NH4+]>ClCCl>[Si:10]([O:9][C@H:7]1[CH2:6][N:5]2[C@H:4]([CH2:3][NH:24][C:19]3[CH:20]=[CH:21][CH:22]=[CH:23][C:18]=3[C:17]2=[O:27])[CH2:8]1)([C:13]([CH3:14])([CH3:16])[CH3:15])([CH3:11])[CH3:12] |f:1.2,4.5|. Procedure details: To a solution of 9.0 g of (2S, 4R)-4-(tert-butyldimethylsilyloxy)-1-(2-nitrobenzoyl) proline methyl ester in 90 ml of dichloromethane, there was dropwise added 44 ml of a 1M solution of diisobutyl aluminum hydride in dichloromethane at −70° C. over 30 minutes in a nitrogen gas atmosphere and then the mixture was stirred at −70° C. for one hour. A mixture containing 1 ml of methanol and 1 ml of dichloromethane was added to the reaction solution at −60° C., then 10 ml of a saturated aqueous ammoni... Reactants: ClC(Cl)Cl, Cl, [N-]=[N+]=[N-], O=N[O-], Nc1cccnc1, [Na+], [Na+], O. The product is [N-]=[N+]=Nc1cccnc1. Reaction SMILES: [CH:18]([Cl:19])([Cl:20])[Cl:21].[ClH:17].[N-:2]=[N+:3]=[N-:4].[N:12]([O-:13])=[O:14].[NH2:5][c:6]1[cH:7][n:8][cH:9][cH:10][cH:11]1.[Na+:15].[Na+:1].[OH2:16]>>[N:2](=[N+:3]=[N-:4])[c:6]1[cH:7][n:8][cH:9][cH:10][cH:11]1. Starting materials: OC[C@H](O)[C@@H](O)[C@H](O)[C@H](O)CO (D-sorbitol), 12, mixture, 3-L, O (water). Reaction conditions: time 21 hour. The product is C([C@@H]([C@H]([C@@H](C(=O)C(=O)O)O)O)O)O (2-keto-L-gulonic acid), OC[C@H](O)[C@@H](O)[C@H](O)[C@H](O)CO (D-sorbitol). Reaction SMILES: [OH:1][CH2:2][C@@H:3]([C@H:5]([C@@H:7]([C@@H:9]([CH2:11][OH:12])[OH:10])[OH:8])[OH:6])[OH:4].[OH2:13]>>[CH2:2]([OH:1])[C@H:3]([OH:4])[C@@H:5]([OH:6])[C@H:7]([OH:8])[C:9]([C:11]([OH:13])=[O:12])=[O:10].[OH:12][CH2:11][C@@H:9]([C@H:7]([C@@H:5]([C@@H:3]([CH2:2][OH:1])[OH:4])[OH:6])[OH:8])[OH:10]. Procedure details: In the same manner as described in Example 3, the seed culture (200 ml) of the mixture of Gluconobacter suboxydans IFO 3255 and the strain DSM No. 4025 was inoculated into 3-L fermenter containing 8% D-sorbitol in the fermentation medium and the working volume was adjusted to 2 L with sterilized water. The fermentation was started under the same conditions as described in Example 3. Separately, a 500 ml medium bottle charged with 300 ml of feeding medium: 120 g of D-sorbitol, 10 g of yeast extra... The reactants are ClC1=NC=NC2=C1C(N(CCO2)C=2C=CC(=NC2)OCC(C(=O)OC)(C)C)=O (Methyl 3-(5-(4-chloro-5-oxo-7,8-dihydropyrimido[5,4-f][1,4]oxazepin-6(5H)-yl)pyridin-2-yloxy)-2,2-dimethylpropanoate), N (ammonia). The solvent is solution, O1CCOCC1 (1,4-dioxane). Conditions: time 20 hour. Product: NC1=NC=NC2=C1C(N(CCO2)C=2C=CC(=NC2)OCC(C(=O)OC)(C)C)=O (methyl 3-(5-(4-amino-5-oxo-7,8-dihydropyrimido[5,4-f][1,4]oxazepin-6(5H)-yl)pyridin-2-yloxy)-2,2-dimethylpropanoate). The yield is 57.0%. As a reaction SMILES: Cl[C:2]1[C:7]2[C:8](=[O:28])[N:9]([C:13]3[CH:14]=[CH:15][C:16]([O:19][CH2:20][C:21]([CH3:27])([CH3:26])[C:22]([O:24][CH3:25])=[O:23])=[N:17][CH:18]=3)[CH2:10][CH2:11][O:12][C:6]=2[N:5]=[CH:4][N:3]=1.[NH3:29]>O1CCOCC1>[NH2:29][C:2]1[C:7]2[C:8](=[O:28])[N:9]([C:13]3[CH:14]=[CH:15][C:16]([O:19][CH2:20][C:21]([CH3:27])([CH3:26])[C:22]([O:24][CH3:25])=[O:23])=[N:17][CH:18]=3)[CH2:10][CH2:11][O:12][C:6]=2[N:5]=[CH:4][N:3]=1. Procedure: Methyl 3-(5-(4-chloro-5-oxo-7,8-dihydropyrimido[5,4-f][1,4]oxazepin-6(5H)-yl)pyridin-2-yloxy)-2,2-dimethylpropanoate B-20 was dissolved in a 0.5 M solution of ammonia in 1,4-dioxane and stirred at room temperature for 20 h. The reaction mixture was then concentrated to dryness under reduced pressure. The residue was purified by flash column chromatography on silica gel (7 N ammonia solution in methanol:CH2Cl2 gradient) to give methyl 3-(5-(4-amino-5-oxo-7,8-dihydropyrimido[5,4-f][1,4]oxazepin-6(... Reactants: NC=1C=C2C=NN(C2=CC1)C1=CC=C(C=C1)C#N (5-amino-1-(4-cyanophenyl)indazole), O1CCN(CC1)C1=CC=C(C(=O)[O-])C=C1 (4-morpholinobenzoate). Product: C(#N)C1=CC=C(C=C1)N1N=CC2=CC(=CC=C12)NC(C1=CC=C(C=C1)N1CCOCC1)=O (N-(1-(4-Cyanophenyl)-1H-indazol-5-yl)-4-morpholinobenzamide). As a reaction SMILES: [NH2:1][C:2]1[CH:3]=[C:4]2[C:8](=[CH:9][CH:10]=1)[N:7]([C:11]1[CH:16]=[CH:15][C:14]([C:17]#[N:18])=[CH:13][CH:12]=1)[N:6]=[CH:5]2.[O:19]1[CH2:24][CH2:23][N:22]([C:25]2[CH:33]=[CH:32][C:28]([C:29]([O-])=[O:30])=[CH:27][CH:26]=2)[CH2:21][CH2:20]1>>[C:17]([C:14]1[CH:15]=[CH:16][C:11]([N:7]2[C:8]3[C:4](=[CH:3][C:2]([NH:1][C:29](=[O:30])[C:28]4[CH:27]=[CH:26][C:25]([N:22]5[CH2:23][CH2:24][O:19][CH2:20][CH2:21]5)=[CH:33][CH:32]=4)=[CH:10][CH:9]=3)[CH:5]=[N:6]2)=[CH:12][CH:13]=1)#[N:18]. Procedure details: Compound 405 was prepared according to the procedure described in Scheme IV from 5-amino-1-(4-cyanophenyl)indazole and 4-morpholinobenzoate. [M+H]+ calcd for C25H21N5O2: 424.17; found: 424.09. The reactants are NC1=C(C(=NO1)C)Br (5-amino-4-bromo-3-methylisoxazole), CC1=C(C(=CC(=C1)C)C)S(=O)(=O)Cl (2,4,6-trimethylbenzenesulfonyl chloride). Yields the product CC1=C(C(=CC(=C1)C)C)S(=O)(=O)NC1=C(C(=NO1)C)Br (2,4,6-Trimethyl-N-(4-bromo-3-methyl-5-isoxazolyl)benzenesulfonamide). Isolated yield 64.0%. RXN SMILES: [NH2:1][C:2]1[O:6][N:5]=[C:4]([CH3:7])[C:3]=1[Br:8].[CH3:9][C:10]1[CH:15]=[C:14]([CH3:16])[CH:13]=[C:12]([CH3:17])[C:11]=1[S:18](Cl)(=[O:20])=[O:19]>>[CH3:9][C:10]1[CH:15]=[C:14]([CH3:16])[CH:13]=[C:12]([CH3:17])[C:11]=1[S:18]([NH:1][C:2]1[O:6][N:5]=[C:4]([CH3:7])[C:3]=1[Br:8])(=[O:19])=[O:20]. Procedure details: 2,4,6-Trimethyl-N-(4-bromo-3-methyl-5-isoxazolyl)benzenesulfonamide was prepared from 5-amino-4-bromo-3-methylisoxazole and 2,4,6-trimethylbenzenesulfonyl chloride according to the procedures described in Example 25b. The crude product was purified by recrystallization from ethyl acetate/hexanes to give a pink solid, m.p. 92-95° C., yield 64%. Reactants: Cl(=O)(=O)(=O)O (perchloric acid), C(C)(=O)O[C@H]1C[C@@H]2CCC=3[C@@H]4CC[C@H](C(C)=O)[C@]4(CC(C3[C@]2(CC1)C)=O)C (3α-Acetoxy-5α-pregn-8-ene-11,20-dione), O (water). Solvent: CO (methanol). Run at time 19 hour. The product is O[C@H]1C[C@@H]2CCC=3[C@@H]4CC[C@H](C(C)=O)[C@]4(CC(C3[C@]2(CC1)C)=O)C (3α-Hydroxy-5α-pregn-8-ene-11,20-dione). Isolated yield 38.0%. RXN SMILES: C([O:4][C@@H:5]1[CH2:24][CH2:23][C@@:22]2([CH3:25])[C@@H:7]([CH2:8][CH2:9][C:10]3[C@H:11]4[C@:18]([CH3:27])([CH2:19][C:20](=[O:26])[C:21]=32)[C@@H:14]([C:15](=[O:17])[CH3:16])[CH2:13][CH2:12]4)[CH2:6]1)(=O)C.Cl(O)(=O)(=O)=O.O>CO>[OH:4][C@@H:5]1[CH2:24][CH2:23][C@@:22]2([CH3:25])[C@@H:7]([CH2:8][CH2:9][C:10]3[C@H:11]4[C@:18]([CH3:27])([CH2:19][C:20](=[O:26])[C:21]=32)[C@@H:14]([C:15](=[O:17])[CH3:16])[CH2:13][CH2:12]4)[CH2:6]1. Reported procedure: 3α-Acetoxy-5α-pregn-8-ene-11,20-dione (400 mg.) was dissolved in methanol (40 ml.) and perchloric acid (60% w/v; 2 ml.) was added and the solution was allowed to stand at room temperature for 19 hours. The reaction mixture was poured into water and the steroid extracted with chloroform. The solvent was removed from the extract and the residue twice crystallised from methyl acetate-petrol to give the title compound (135 mg.) m.p. 170°-172°, [α]D + 250°. The reactants are B(Br)(Br)Br (boron tribromide), ClC1=C(C=O)C=C(C(=C1O)OC)[N+](=O)[O-] (2-chloro-3-hydroxy-5-nitro-p-anisaldehyde), CO (methanol). Solvent: C(Cl)Cl (methylene chloride). Reaction conditions: time 18 hour. The product is ClC1=C(C=O)C=C(C(=C1O)O)[N+](=O)[O-] (2-chloro-3,4-dihydroxy-5-nitrobenzaldehyde). As a reaction SMILES: [Cl:1][C:2]1[C:9]([OH:10])=[C:8]([O:11]C)[C:7]([N+:13]([O-:15])=[O:14])=[CH:6][C:3]=1[CH:4]=[O:5].B(Br)(Br)Br.CO>C(Cl)Cl>[Cl:1][C:2]1[C:9]([OH:10])=[C:8]([OH:11])[C:7]([N+:13]([O-:15])=[O:14])=[CH:6][C:3]=1[CH:4]=[O:5]. Procedure details: 1.3 g of 2-chloro-3-hydroxy-5-nitro-p-anisaldehyde are dissolved in 80 ml of methylene chloride, treated with 0.82 ml of boron tribromide, stirred at 23° for 18 hours, the reaction mixture is treated with 5 ml of methanol while cooling with ice, evaporated, the residue is dried in a high vacuum, digested in water, filtered and recrystallized from acetonitrile. There is obtained 2-chloro-3,4-dihydroxy-5-nitrobenzaldehyde of m.p. 193°-195°.